describe an organic reaction: reactants, conditions, products, and yield From a dataset of the Open Reaction Database (ORD), a public repository of structured organic reaction records. Procedure: In close analogy to the procedure described above, 2-(4-bromo-phenyl)-ethylamine is reacted with acetic anhydride to provide the title compound. As a reaction SMILES: [Br:1][C:2]1[CH:7]=[CH:6][C:5]([CH2:8][CH2:9][NH2:10])=[CH:4][CH:3]=1.[C:11](OC(=O)C)(=[O:13])[CH3:12]>>[Br:1][C:2]1[CH:7]=[CH:6][C:5]([CH2:8][CH2:9][NH:10][C:11](=[O:13])[CH3:12])=[CH:4][CH:3]=1. The reactants are BrC1=CC=C(C=C1)CCN (2-(4-bromo-phenyl)-ethylamine), C(C)(=O)OC(C)=O (acetic anhydride). Yields the product BrC1=CC=C(C=C1)CCNC(C)=O (N-[2-(4-Bromo-phenyl)-ethyl]-acetamide). The reactants are [Si](C)(C)(C(C)(C)C)O[C@@H]([C@H](CC1=CC(=CC(=C1)F)F)NC(C1=CC(=CC=C1)C(N)=O)=O)[C@@H]1N(CC(C1)(C1=CC=CC=C1)O)C(=O)OC(C)(C)C ((2R)-tert-butyl 2-((1S,2S)-1-(tert-butyldimethylsilyloxy)-2-(3-(carbamoyl)benzamido)-3-(3,5-difluorophenyl)propyl)-4-hydroxy-4-phenylpyrrolidine-1-carboxylate), FC=1C=C(C=C(C1)F)C[C@@H]([C@@H]([C@@H]1NC[C@@H](C1)OCCC)O)NC(C1=CC(C(=O)N(CCC)CCC)=CC(=C1)C=1OC=CN1)=O (N1-((1R,2S)-3-(3,5-difluorophenyl)-1-hydroxy-1-((2R,4R)-4-propoxypyrrolidin-2-yl)propan-2-yl)-5-(oxazol-2-yl)-N3,N3-dipropylisophthalamide), [Si](C)(C)(C(C)(C)C)O[C@@H]([C@H](CC1=CC(=CC(=C1)F)F)NC(C1=CC(=CC(=C1)C=1OC=CN1)C(=O)N1[C@H](CCC1)COC)=O)[C@@H]1N(C[C@@H](C1)OCCC)C(=O)OC(C)(C)C ((2R,4R)-tert-butyl 2-((1S,2S)-1-(tert-butyldimethylsilyloxy)-3-(3,5-difluorophenyl)-2-(3-((R)-2-(methoxymethyl)pyrrolidine-1-carbonyl)-5-(oxazol-2-yl)benzamido)propyl)-4-propoxypyrrolidine-1-carboxylate). Reported procedure: Step 12 (B): Preparation of N1-((1R,2S)-3-(3,5-difluorophenyl)-1-hydroxy-1-((2R,4R)-4-propoxypyrrolidin-2-yl)propan-2-yl)-5-(oxazol-2-yl)-N3,N3-dipropylisophthalamide. The solution of (2R,4R)-tert-butyl 2-((1S,2S)-2-(3-(benzamido)-5-(oxazol-2-yl)benzamido)-1-(tert-butyldimethylsilyloxy)-3-(3,5-difluorophenyl)propyl)-4-propoxypyrrolidine-1-carboxylate (step 12 (A), 110 mg) in HCl (4.0 M solution in dioxane, 2 mL) was added 4 drops of H2O and the mixture was stirred at rt for 2 h. The solvent was ... Run in Cl (HCl). Reaction SMILES: [Si](O[C@H]([C@H]1CC(O)(C2C=CC=CC=2)CN1C(OC(C)(C)C)=O)[C@@H](NC(=O)C1C=CC=C(C(=O)N)C=1)CC1C=C(F)C=C(F)C=1)(C(C)(C)C)(C)C.FC1C=C(C[C@H](NC(=O)C2C=C(C3OC=CN=3)C=C(C(N(CCC)CCC)=O)C=2)[C@H](O)[C@H]2C[C@@H](OCCC)CN2)C=C(F)C=1.[Si]([O:102][C@H:103]([C@H:138]1[CH2:142][C@@H:141]([O:143][CH2:144][CH2:145][CH3:146])[CH2:140][N:139]1C(OC(C)(C)C)=O)[C@@H:104]([NH:114][C:115](=[O:137])[C:116]1[CH:121]=[C:120]([C:122]2[O:123][CH:124]=[CH:125][N:126]=2)[CH:119]=[C:118]([C:127]([N:129]2[CH2:133][CH2:132][CH2:131][C@@H:130]2[CH2:134][O:135][CH3:136])=[O:128])[CH:117]=1)[CH2:105][C:106]1[CH:111]=[C:110]([F:112])[CH:109]=[C:108]([F:113])[CH:107]=1)(C(C)(C)C)(C)C>Cl.O>[F:112][C:110]1[CH:111]=[C:106]([CH2:105][C@H:104]([NH:114][C:115](=[O:137])[C:116]2[CH:121]=[C:120]([C:122]3[O:123][CH:124]=[CH:125][N:126]=3)[CH:119]=[C:118]([C:127]([N:129]3[CH2:133][CH2:132][CH2:131][C@@H:130]3[CH2:134][O:135][CH3:136])=[O:128])[CH:117]=2)[C@H:103]([OH:102])[C@H:138]2[CH2:142][C@@H:141]([O:143][CH2:144][CH2:145][CH3:146])[CH2:140][NH:139]2)[CH:107]=[C:108]([F:113])[CH:109]=1. The reagents and catalysts are O (H2O). Conditions: time 2 hour. The product is FC=1C=C(C=C(C1)F)C[C@@H]([C@@H]([C@@H]1NC[C@@H](C1)OCCC)O)NC(C1=CC(=CC(=C1)C=1OC=CN1)C(=O)N1[C@H](CCC1)COC)=O (N-((1R,2S)-3-(3,5-difluorophenyl)-1-hydroxy-1-((2R,4R)-4-propoxypyrrolidin-2-yl)propan-2-yl)-3-((R)-2-(methoxymethyl)pyrrolidine-1-carbonyl)-5-(oxazol-2-yl)benzamide). The reactants are C(#N)C1=C(C(=O)[O-])C=CC=N1.[K+] (Potassium 2-cyanonicotinate), BrCC(=O)OCC (ethyl bromoacetate), COCCOCCN(CCOCCOC)CCOCCOC (TDA-1). The solvent is C1(=CC=CC=C1)C (Toluene). The product is C(#N)C1=C(C(=O)OCC(=O)OCC)C=CC=N1 ((ethoxycarbonyl)-methyl 2-cyanonicotinate). The yield is 100.3%. RXN SMILES: [C:1]([C:3]1[N:11]=[CH:10][CH:9]=[CH:8][C:4]=1[C:5]([O-:7])=[O:6])#[N:2].[K+].Br[CH2:14][C:15]([O:17][CH2:18][CH3:19])=[O:16].COCCOCCN(CCOCCOC)CCOCCOC>C1(C)C=CC=CC=1>[C:1]([C:3]1[N:11]=[CH:10][CH:9]=[CH:8][C:4]=1[C:5]([O:7][CH2:14][C:15]([O:17][CH2:18][CH3:19])=[O:16])=[O:6])#[N:2] |f:0.1|. Procedure details: Toluene (40 cc) containing compound 3 (4.1 g; 0.022 mol), ethyl bromoacetate (3.35 g; 0.02 mol) and TDA-1 (0.3 cc) is heated under reflux for 4 hours. The toluene is then evaporated off and the residue taken up with water and then extracted with dichloromethane. After drying, evaporating and crystallization in pentane, (ethoxycarbonyl)-methyl 2-cyanonicotinate (4.7 g; m.p. 74° C.) is obtained. The reactants are CCOP(=O)(CC#N)OCC, C1CCOC1, COc1ccc(C(=O)c2cc(OC)c(OC)c(OC)c2)cc1OC, C[Si](C)(C)[N-][Si](C)(C)C, COc1cccc(C(=CC#N)c2cc(OC)cc(OC)c2)c1, [K+]. Product: COc1ccc(C(=CC#N)c2cc(OC)c(OC)c(OC)c2)cc1OC. RXN SMILES: [CH2:25]([O:26][P:27](=[O:28])([O:29][CH2:30][CH3:31])[CH2:33][C:34]#[N:35])[CH3:32].[CH2:68]1[O:69][CH2:70][CH2:71][CH2:72]1.[CH3:1][O:2][c:3]1[cH:4][c:5]([C:11](=[O:12])[c:13]2[cH:14][c:15]([O:23][CH3:24])[c:16]([O:21][CH3:22])[c:17]([O:19][CH3:20])[cH:18]2)[cH:6][cH:7][c:8]1[O:9][CH3:10].[CH3:36][Si:37]([N-:38][Si:39]([CH3:40])([CH3:41])[CH3:42])([CH3:43])[CH3:44].[CH3:46][O:47][c:48]1[cH:49][c:50]([C:51]([c:52]2[cH:53][cH:54][cH:55][c:56]([O:57][CH3:58])[cH:59]2)=[CH:60][C:61]#[N:62])[cH:63][c:64]([O:65][CH3:66])[cH:67]1.[K+:45]>>[CH3:1][O:2][c:3]1[cH:4][c:5]([C:11]([c:13]2[cH:14][c:15]([O:23][CH3:24])[c:16]([O:21][CH3:22])[c:17]([O:19][CH3:20])[cH:18]2)=[CH:33][C:34]#[N:35])[cH:6][cH:7][c:8]1[O:9][CH3:10]. Reactants: Cl.C1(=CC=CC=C1)NN (phenylhydrazine hydrochloride), C(C)(C)N(CC)C(C)C (diisopropylethylamine), BrC1=CC(=C(C#N)C=C1)F (4-bromo-2-fluorobenzonitrile). Run in C(CCC)O (n-butanol), C(CCC)O (n-butanol). Conditions: temperature 140 celsius, time 3 day. The product is BrC=1C=CC2=C(N(N=C2C1)C1=CC=CC=C1)N (6-Bromo-2-phenyl-2H-indazol-3-ylamine). Isolated yield 25.6%. RXN SMILES: [Br:1][C:2]1[CH:9]=[CH:8][C:5]([C:6]#[N:7])=[C:4](F)[CH:3]=1.Cl.[C:12]1([NH:18][NH2:19])[CH:17]=[CH:16][CH:15]=[CH:14][CH:13]=1.C(N(C(C)C)CC)(C)C>C(O)CCC>[Br:1][C:2]1[CH:3]=[CH:4][C:5]2[C:8]([CH:9]=1)=[N:19][N:18]([C:12]1[CH:17]=[CH:16][CH:15]=[CH:14][CH:13]=1)[C:6]=2[NH2:7] |f:1.2|. Procedure: To a dried flask charged with 4-bromo-2-fluorobenzonitrile (4.0 g, 18.0 mmol) in n-butanol (60 mL) was added a solution of phenylhydrazine hydrochloride (10.4 g, 72.0 mmol, 4.0 eq) and diisopropylethylamine (13.2 mL, 75.6 mmol, 4.2 eq) in n-butanol (35 mL). The reaction mixture was stirred at 140° C. under N2 for 3 days. The mixture was cooled to rt and partitioned between EtOAc and water. The organic layer was washed with water and brine, dried over Na2SO4, filtered, and concentrated in vacuo. ... Reaction conditions: time 2 hour. Reagents/catalysts: [C].[Pd] (palladium carbon). Run in C(C)O (ethanol). The reactants are [N+](=O)([O-])C=1C=C(C=CC1)C(C(=O)OC(C)(C)C)(C)C (t-butyl 2-(3-nitrophenyl)-2-methyl-propionate). The yield is 89.9%. The product is NC=1C=C(C=CC1)C(C(=O)OC(C)(C)C)(C)C (tert-butyl 2-(3-aminophenyl)-2-methylpropionate). Reported procedure: To a solution of t-butyl 2-(3-nitrophenyl)-2-methyl-propionate (3.6 g) in ethanol (100 mL), 10% palladium carbon (400 mg) was added, followed by stirring at room temperature for 2 hours under a hydrogen atmosphere. The reaction mixture was filtered, and the filtrate was concentrated under reduced pressure. The residue was purified by silica gel column chromatography (ethyl acetate: n-hexane=1:5), whereby tert-butyl 2-(3-aminophenyl)-2-methylpropionate (2.87 g) was obtained. RXN SMILES: [N+:1]([C:4]1[CH:5]=[C:6]([C:10]([CH3:19])([CH3:18])[C:11]([O:13][C:14]([CH3:17])([CH3:16])[CH3:15])=[O:12])[CH:7]=[CH:8][CH:9]=1)([O-])=O>C(O)C.[C].[Pd]>[NH2:1][C:4]1[CH:5]=[C:6]([C:10]([CH3:19])([CH3:18])[C:11]([O:13][C:14]([CH3:17])([CH3:16])[CH3:15])=[O:12])[CH:7]=[CH:8][CH:9]=1 |f:2.3|. The reactants are C[Si](C)(C)[N-][Si](C)(C)C.[Na+] (sodium bis(trimethylsilyl)amide), BrC1=C(C(=O)OC)C=C(C=C1)Cl (methyl 2-bromo-5-chlorobenzoate), FC(CCC(=O)O)(C(F)(F)F)F (4,4,5,5,5-pentafluoropentanoic acid), FC(CCC(=O)O)(C(F)(F)F)F (4,4,5,5,5-pentafluoropentanoic acid). The solvent is C1CCOC1 (THF), C1CCOC1 (THF). Run at temperature -78 celsius, time 15 minute. Product: BrC1=C(C=C(C=C1)Cl)C(CCC(C(F)(F)F)(F)F)=O (1-(2-bromo-5-chlorophenyl)-4,4,5,5,5-pentafluoropentan-1-one). RXN SMILES: C[Si]([N-][Si](C)(C)C)(C)C.[Na+].[Br:11][C:12]1[CH:21]=[CH:20][C:19]([Cl:22])=[CH:18][C:13]=1[C:14]([O:16]C)=O.[F:23][C:24]([F:34])([C:30]([F:33])([F:32])[F:31])[CH2:25][CH2:26]C(O)=O>C1COCC1>[Br:11][C:12]1[CH:21]=[CH:20][C:19]([Cl:22])=[CH:18][C:13]=1[C:14](=[O:16])[CH2:26][CH2:25][C:24]([F:34])([F:23])[C:30]([F:33])([F:32])[F:31] |f:0.1|. Procedure: A THF solution of sodium bis(trimethylsilyl)amide (1.0M, 10 mL, 10 mmol) was added dropwise to a −78° C. THF (20 mL) solution containing methyl 2-bromo-5-chlorobenzoate (0.836 g, 3.35 mmol) and 3,3,4,4,4-pentafluoropentanoic acid (0.644 g, 3.35 mmol, intermediate from Step A). After stirring for 15 minutes at −78° C. the solution was warmed to 0° C. and stirred for an additional 2 hours. The reaction was quenched with an excess of aqueous 1N HCl(ca 20 mL) and stirred overnight at room temperatur...